From a dataset of the Open Reaction Database (ORD), a public repository of structured organic reaction records. describe an organic reaction: reactants, conditions, products, and yield Reactants: Cl (HCl), O1CCOCC1 (dioxane), C(C(C)C)OC(C)ONC(=O)C=1C=NC(=NC1)N1CC2C(C2C1)N(CC1=CC2=CC=CC=C2C=C1)C(CCN(CC)CC)=O (N-(1-Isobutoxyethoxy) 2-{6-[(3-diethylaminopropionyl)naphthalen-2-ylmethyl-amino]-3-azabicyclo[3.1.0]hex-3-yl}pyrimidine-5-carboxamide). The solvent is C(Cl)Cl (DCM). Yields the product ONC(=O)C=1C=NC(=NC1)N1CC2C(C2C1)N(CC1=CC2=CC=CC=C2C=C1)C(CCN(CC)CC)=O (N-Hydroxy 2-{6-[(3-diethylaminopropionyl)naphthalen-2-ylmethylamino]-3-azabicyclo[3.1.0]hex-3-yl}pyrimidine-5-carboxamide). Isolated yield 56.7%. RXN SMILES: C(OC([O:8][NH:9][C:10]([C:12]1[CH:13]=[N:14][C:15]([N:18]2[CH2:23][CH:22]3[CH:20]([CH:21]3[N:24]([C:36](=[O:44])[CH2:37][CH2:38][N:39]([CH2:42][CH3:43])[CH2:40][CH3:41])[CH2:25][C:26]3[CH:35]=[CH:34][C:33]4[C:28](=[CH:29][CH:30]=[CH:31][CH:32]=4)[CH:27]=3)[CH2:19]2)=[N:16][CH:17]=1)=[O:11])C)C(C)C.Cl.O1CCOCC1>C(Cl)Cl>[OH:8][NH:9][C:10]([C:12]1[CH:13]=[N:14][C:15]([N:18]2[CH2:23][CH:22]3[CH:20]([CH:21]3[N:24]([C:36](=[O:44])[CH2:37][CH2:38][N:39]([CH2:42][CH3:43])[CH2:40][CH3:41])[CH2:25][C:26]3[CH:35]=[CH:34][C:33]4[C:28](=[CH:29][CH:30]=[CH:31][CH:32]=4)[CH:27]=3)[CH2:19]2)=[N:16][CH:17]=1)=[O:11]. Procedure details: N-(1-Isobutoxyethoxy) 2-{6-[(3-diethylaminopropionyl)naphthalen-2-ylmethyl-amino]-3-azabicyclo[3.1.0]hex-3-yl}pyrimidine-5-carboxamide (199 mg, 0.33 mmol) was dissolved in DCM (3 ml) and treated with a solution of 4M HCl in dioxane (0.5 ml, 2 mmol). The resulting precipitate was filtered and dried to give the title compound as a white solid (94 mg, 57%). LCMS purity 98%, m/z 475 [M+H]+, 1H NMR (300 MHz, CD3OD) δ: 1.39 (6H, t, J=7.2 Hz), 2.26 (2H, br s), 2.77 (1H, s), 3.37 (4H, m), 3.55 (2H, d, J... Yields the product CC1OC2(CC1=C)CCN(CC2)C (2,8-dimethyl-3-methylene-1-oxa-8-azaspiro[4,5]decane). Reported procedure: 60% oily sodium hydride (272 mg), placed in a flask, was treated with n-hexane in an argon gas atmosphere to wash off the oil component, and the remaining hexane was distilled off under reduced presure. Dimethyl sulfoxide (8 ml) was added to the residue, the mixture was heated at 60° to 70° C. for about one hour, the faint-green solution thus obtained was ice-cooled, and 2.43 g methyltriphenylphosphonium bromide was added. Heating the mixture at about 40° C. put the solid into solution, giving a... The reactants are [H-].[Na+] (sodium hydride), CCCCCC (n-hexane), CC1OC2(CC1=O)CCN(CC2)C (2,8-dimethyl-1-oxa-8-azaspiro[4,5]decan-3-one), ice water. Conditions: temperature 40 celsius, time 2 hour. The reagents and catalysts are [Br-].C[P+](C1=CC=CC=C1)(C1=CC=CC=C1)C1=CC=CC=C1 (methyltriphenylphosphonium bromide). As a reaction SMILES: [H-].[Na+].[CH3:3][CH:4]1[C:8](=O)[CH2:7][C:6]2([CH2:14][CH2:13][N:12]([CH3:15])[CH2:11][CH2:10]2)[O:5]1.[CH3:16]CCCCC>[Br-].C[P+](C1C=CC=CC=1)(C1C=CC=CC=1)C1C=CC=CC=1>[CH3:3][CH:4]1[C:8](=[CH2:16])[CH2:7][C:6]2([CH2:14][CH2:13][N:12]([CH3:15])[CH2:11][CH2:10]2)[O:5]1 |f:0.1,4.5|.